From a dataset of the Open Reaction Database (ORD), a public repository of structured organic reaction records. describe an organic reaction: reactants, conditions, products, and yield Starting materials: ClCCl, COC(=O)c1ccc([N+](=O)[O-])cc1C(=O)OC. Yields the product COC(=O)c1ccc(N)cc1C(=O)OC. As a reaction SMILES: [CH2:18]([Cl:19])[Cl:20].[CH3:1][O:2][C:3]([c:4]1[c:5]([C:6](=[O:7])[O:8][CH3:9])[cH:10][c:11]([N+:14]([O-:15])=[O:16])[cH:12][cH:13]1)=[O:17]>>[CH3:1][O:2][C:3]([c:4]1[c:5]([C:6](=[O:7])[O:8][CH3:9])[cH:10][c:11]([NH2:14])[cH:12][cH:13]1)=[O:17]. Solvent: O (Water), C(Cl)Cl (methylene chloride). Procedure: 0.9 g of N-methylpiperidine was added to a solution containing 2.0 g of N-tert-butoxycarbonyl-L-valine dissolved in 40 ml of methylene chloride, at -20° C. After the mixture was stirred for 10 minutes at the same temperature, 1.3 g of isobutyl chloroformate was added to the mixture, and stirred for 1 hour at -20° C. 2.0 g of N1 -(4-chlorophenyl)-N1 -methyl-DL-alaninamide was added to this mixture at -60° C., and then the reaction mixture was allowed to sit and warm naturally to room temperature ... Run at temperature -20 celsius, time 1 hour. The product is C(C)(C)(C)OC(=O)N[C@@H](C(C)C)C(=O)NC(C)C(=O)N(C)C1=CC=C(C=C1)Cl (N-tert-butoxycarbonyl-L-valyl-N-(4-chlorophenyl)-N-methyl-DL-alaninamide), crystal. Starting materials: ClC1=CC=C(C=C1)N(C(C(N)C)=O)C (N1 -(4-chlorophenyl)-N1 -methyl-DL-alaninamide), ClC(=O)OCC(C)C (isobutyl chloroformate), CN1CCCCC1 (N-methylpiperidine), C(C)(C)(C)OC(=O)N[C@@H](C(C)C)C(=O)O (N-tert-butoxycarbonyl-L-valine). As a reaction SMILES: CN1CCCCC1.[C:8]([O:12][C:13]([NH:15][C@H:16]([C:20]([OH:22])=O)[CH:17]([CH3:19])[CH3:18])=[O:14])([CH3:11])([CH3:10])[CH3:9].ClC(OCC(C)C)=O.[Cl:31][C:32]1[CH:37]=[CH:36][C:35]([N:38]([CH3:44])[C:39](=[O:43])[CH:40]([CH3:42])[NH2:41])=[CH:34][CH:33]=1>C(Cl)Cl.O>[C:8]([O:12][C:13]([NH:15][C@H:16]([C:20]([NH:41][CH:40]([C:39]([N:38]([C:35]1[CH:34]=[CH:33][C:32]([Cl:31])=[CH:37][CH:36]=1)[CH3:44])=[O:43])[CH3:42])=[O:22])[CH:17]([CH3:18])[CH3:19])=[O:14])([CH3:9])([CH3:10])[CH3:11]. The yield is 87.0%. Reactants: C1(=CC=CC=C1)C1=C(C(=O)O)C=CC=C1 (2-phenylbenzoic acid), N[C@H](CO)CC1=CC=CC=C1 ((S)-2-amino-3-phenyl-1-propanol). The product is C1(=CC=CC=C1)C1=C(C(=O)N[C@H](CO)CC2=CC=CC=C2)C=CC=C1 ((S)-2-Phenyl-N-(3-phenylpropan-1-ol-2-yl)benzamide). Yield: 64.0%. RXN SMILES: [C:1]1([C:7]2[CH:15]=[CH:14][CH:13]=[CH:12][C:8]=2[C:9]([OH:11])=O)[CH:6]=[CH:5][CH:4]=[CH:3][CH:2]=1.[NH2:16][C@@H:17]([CH2:20][C:21]1[CH:26]=[CH:25][CH:24]=[CH:23][CH:22]=1)[CH2:18][OH:19]>>[C:1]1([C:7]2[CH:15]=[CH:14][CH:13]=[CH:12][C:8]=2[C:9]([NH:16][C@@H:17]([CH2:20][C:21]2[CH:26]=[CH:25][CH:24]=[CH:23][CH:22]=2)[CH2:18][OH:19])=[O:11])[CH:2]=[CH:3][CH:4]=[CH:5][CH:6]=1. Procedure: 2 g (10 mmol) of 2-phenylbenzoic acid were reacted with (S)-2-amino-3-phenyl-1-propanol by the method of procedure 3a, affording 2.1 g (64%) of the product. Starting materials: NC1=CC=C2C(=N1)C(=CN2)C2CCN(CC2)CCC2=CC=CC=C2 (5-amino-3-(1-(2-phenyleth-1-yl)piperidin-4-yl)pyrrolo[3,2-b]pyridine), O1C(=CC=C1)C(=O)Cl (furoyl chloride). Yields the product O1C(=CC=C1)C(=O)NC1=CC=C2C(=N1)C(=CN2)C2CCN(CC2)CCC2=CC=CC=C2 (5-(N-[2-furoyl]amino)-3-(1-(2-phenyleth-1-yl)piperidin-4-yl)pyrrolo[3,2-b]pyridine). Reaction SMILES: [NH2:1][C:2]1[N:7]=[C:6]2[C:8]([CH:11]3[CH2:16][CH2:15][N:14]([CH2:17][CH2:18][C:19]4[CH:24]=[CH:23][CH:22]=[CH:21][CH:20]=4)[CH2:13][CH2:12]3)=[CH:9][NH:10][C:5]2=[CH:4][CH:3]=1.[O:25]1[CH:29]=[CH:28][CH:27]=[C:26]1[C:30](Cl)=[O:31]>>[O:25]1[CH:29]=[CH:28][CH:27]=[C:26]1[C:30]([NH:1][C:2]1[N:7]=[C:6]2[C:8]([CH:11]3[CH2:16][CH2:15][N:14]([CH2:17][CH2:18][C:19]4[CH:24]=[CH:23][CH:22]=[CH:21][CH:20]=4)[CH2:13][CH2:12]3)=[CH:9][NH:10][C:5]2=[CH:4][CH:3]=1)=[O:31]. Reported procedure: Beginning with 0.015 gm (0.047 mMol) 5-amino-3-(1-(2-phenyleth-1-yl)piperidin-4-yl)pyrrolo[3,2-b]pyridine and 0.006 mL (0.061 mMol) furoyl chloride, the title compound was prepared essentially by the procedure described in Example 7. Starting materials: ClC=1C=C(C(=O)OO)C=CC1 (3-Chloroperoxybenzoic acid), OC=1C=C(C=CC1)S(=O)C1=C(SC=2N(C(N(C(C21)=O)C)=O)CC(C)C)CC2=CC=CC1=CC=CC=C21 (5-[(3-hydroxyphenyl)sulfinyl]-3-methyl-1-(2-methylpropyl)-6-(1-naphthalenylmethyl)thieno[2,3-d]pyrimidine-2,4-(1H,3H)-dione), C(C)(=O)OCC (ethyl acetate). Solvent: ClCCl (dichloromethane). Run at time 2 hour. Yields the product CCCC(C)C (isohexane), OC=1C=C(C=CC1)S(=O)(=O)C1=C(SC=2N(C(N(C(C21)=O)C)=O)CC(C)C)CC2=CC=CC1=CC=CC=C21 (5-[(3-Hydroxyphenyl)sulfonyl]-3-methyl-1-(2-methylpropyl)-6-(1-naphthalenylmethyl)thieno[2,3-d]pyrimidine-2,4-(1H,3H)-dione). Yield: 29.1%. RXN SMILES: Cl[C:2]1[CH:3]=[C:4]([CH:9]=C[CH:11]=1)[C:5](OO)=[O:6].[OH:12][C:13]1[CH:14]=[C:15]([S:19]([C:21]2[C:29]3[C:28](=[O:30])[N:27]([CH3:31])[C:26](=[O:32])[N:25]([CH2:33][CH:34]([CH3:36])[CH3:35])[C:24]=3[S:23][C:22]=2[CH2:37][C:38]2[C:47]3[C:42](=[CH:43][CH:44]=[CH:45][CH:46]=3)[CH:41]=[CH:40][CH:39]=2)=[O:20])[CH:16]=[CH:17][CH:18]=1.C(OCC)(=O)C>ClCCl>[CH3:11][CH2:2][CH2:3][CH:4]([CH3:9])[CH3:5].[OH:12][C:13]1[CH:14]=[C:15]([S:19]([C:21]2[C:29]3[C:28](=[O:30])[N:27]([CH3:31])[C:26](=[O:32])[N:25]([CH2:33][CH:34]([CH3:35])[CH3:36])[C:24]=3[S:23][C:22]=2[CH2:37][C:38]2[C:47]3[C:42](=[CH:43][CH:44]=[CH:45][CH:46]=3)[CH:41]=[CH:40][CH:39]=2)(=[O:6])=[O:20])[CH:16]=[CH:17][CH:18]=1. Procedure details: 3-Chloroperoxybenzoic acid (50 mg) was added to a solution of 5-[(3-hydroxyphenyl)sulfinyl]-3-methyl-1-(2-methylpropyl)-6-(1-naphthalenylmethyl)thieno[2,3-d]pyrimidine-2,4-(1H,3H)-dione (Example 28, 80 mg) in dichloromethane (2 ml). After 2 hours, ethyl acetate (25 ml) was added and the solution was washed with saturated sodium bisulfite solution (10 ml), then with saturated sodium hydrogen carbonate solution (10 ml), then with brine (10 ml). The organic layer was dried over anhydrous magnesium ...